From a dataset of the Open Reaction Database (ORD), a public repository of structured organic reaction records. describe an organic reaction: reactants, conditions, products, and yield As a reaction SMILES: [CH2:16]([CH2:17][CH2:18][CH2:19][CH2:20][CH2:21][CH2:22][CH2:23][CH2:24][CH2:25][CH2:26][CH3:27])[NH2:28].[CH3:29][SiH:30]([CH3:31])[N:32]([CH3:33])[Si:34]([CH3:35])([CH3:36])[CH3:37].[NH4+:10].[NH4+:9].[O-:11][S:12](=[O:13])(=[O:14])[O-:15].[O:1]1[NH:2][C:3](=[O:8])[NH:4][C:5](=[O:7])[CH2:6]1.[O:38]1[CH2:39][CH2:40][O:41][CH2:42][CH2:43]1>>[O:1]1[NH:2][C:3](=[O:8])[N:4]=[C:5]([NH:28][CH2:16][CH2:17][CH2:18][CH2:19][CH2:20][CH2:21][CH2:22][CH2:23][CH2:24][CH2:25][CH2:26][CH3:27])[CH2:6]1. Yields the product CCCCCCCCCCCCNC1=NC(=O)NOC1. The reactants are CCCCCCCCCCCCN, CN([SiH](C)C)[Si](C)(C)C, [NH4+], [NH4+], O=S(=O)([O-])[O-], O=C1CONC(=O)N1, C1COCCO1.